From a dataset of the Open Reaction Database (ORD), a public repository of structured organic reaction records. describe an organic reaction: reactants, conditions, products, and yield Starting materials: C(CCCCCCC)N1CCC2=CC(=C(C(=C12)[N+](=O)[O-])C)Br (1-Octyl-5-bromo-6-methyl-7-nitroindoline), C(C)(=O)OCC (Ethyl acetate), O (water), [Cu](C#N)C#N (copper cyanide). Solvent: CN1C(CCC1)=O (N-methylpyrrolidone). Run at temperature 190 celsius, time 1 hour. Product: C(CCCCCCC)N1CCC2=CC(=C(C(=C12)[N+](=O)[O-])C)C#N (1-octyl-5-cyano-6-methyl-7-nitroindoline). Isolated yield 70.3%. Reaction SMILES: [CH2:1]([N:9]1[C:17]2[C:12](=[CH:13][C:14](Br)=[C:15]([CH3:21])[C:16]=2[N+:18]([O-:20])=[O:19])[CH2:11][CH2:10]1)[CH2:2][CH2:3][CH2:4][CH2:5][CH2:6][CH2:7][CH3:8].[Cu](C#N)[C:24]#[N:25].C(OCC)(=O)C.O>CN1CCCC1=O>[CH2:1]([N:9]1[C:17]2[C:12](=[CH:13][C:14]([C:24]#[N:25])=[C:15]([CH3:21])[C:16]=2[N+:18]([O-:20])=[O:19])[CH2:11][CH2:10]1)[CH2:2][CH2:3][CH2:4][CH2:5][CH2:6][CH2:7][CH3:8]. Reported procedure: 1-Octyl-5-bromo-6-methyl-7-nitroindoline (4.0 g) was dissolved in N-methylpyrrolidone (40 ml), and copper cyanide (1.9 g) was added, which was followed by stirring at 190° C. for 1 hr. Ethyl acetate (100 ml) and water (100 ml) were added to the reaction mixture. The insoluble matter was filtered off. The ethyl acetate layer was washed with water and dried over anhydrous sodium sulfate. Ethyl acetate was evaporated under reduced pressure. The residue was purified by silica gel column chromatograp...